This data is from the Open Reaction Database (ORD), a public repository of structured organic reaction records. The task is: describe an organic reaction: reactants, conditions, products, and yield The reactants are CCOC(=O)Cl, CCc1cc2c(s1)N=C(NNC)CN=C2c1ccccc1Cl, ClC(Cl)Cl. Yields the product CCOC(=O)N(C)NC1=Nc2sc(CC)cc2C(c2ccccc2Cl)=NC1. As a reaction SMILES: [C:23]([O:24][CH2:25][CH3:26])(=[O:27])[Cl:28].[CH3:1][NH:2][NH:3][C:4]1=[N:10][c:9]2[c:8]([cH:13][c:12]([CH2:14][CH3:15])[s:11]2)[C:7]([c:16]2[c:17]([Cl:22])[cH:18][cH:19][cH:20][cH:21]2)=[N:6][CH2:5]1.[CH:29]([Cl:30])([Cl:31])[Cl:32]>>[CH3:1][N:2]([NH:3][C:4]1=[N:10][c:9]2[c:8]([cH:13][c:12]([CH2:14][CH3:15])[s:11]2)[C:7]([c:16]2[c:17]([Cl:22])[cH:18][cH:19][cH:20][cH:21]2)=[N:6][CH2:5]1)[C:23]([O:24][CH2:25][CH3:26])=[O:27].